Dataset: the Open Reaction Database (ORD), a public repository of structured organic reaction records. Task: describe an organic reaction: reactants, conditions, products, and yield Reactants: C(C)(C)(C)OC(=O)NCCOC=1C=C(C#N)C=CC1 (3-[2-(t-butoxycarbonylamino)ethoxy]benzonitrile), Cl (hydrogen chloride). Solvent: solution, O1CCOCC1 (dioxane). Reaction conditions: time 2 hour. Yields the product Cl (hydrochloride), NCCOC=1C=C(C#N)C=CC1 (3-(2-aminoethoxy)benzonitrile). Reaction SMILES: C(OC([NH:8][CH2:9][CH2:10][O:11][C:12]1[CH:13]=[C:14]([CH:17]=[CH:18][CH:19]=1)[C:15]#[N:16])=O)(C)(C)C.[ClH:20]>O1CCOCC1>[ClH:20].[NH2:8][CH2:9][CH2:10][O:11][C:12]1[CH:13]=[C:14]([CH:17]=[CH:18][CH:19]=1)[C:15]#[N:16]. Procedure: 1.41 g of 3-[2-(t-butoxycarbonylamino)ethoxy]benzonitrile was dissolved in 20 ml of 4 N solution of hydrogen chloride in dioxane, and the solution was stirred at room temperature for 2 hours. The solvent was evaporated. The residue was suspended in dichloromethane, and the obtained suspension was filtered to obtain hydrochloride of the title compound.